From a dataset of the Open Reaction Database (ORD), a public repository of structured organic reaction records. describe an organic reaction: reactants, conditions, products, and yield RXN SMILES: Cl.[CH3:2][C:3]1[CH:8]=[CH:7][CH:6]=[CH:5][C:4]=1[C:9]1([C:15]([NH2:17])=[O:16])[CH2:14][CH2:13][NH:12][CH2:11][CH2:10]1.[IH:18]>C(O)C>[IH:18].[CH3:2][C:3]1[CH:8]=[CH:7][CH:6]=[CH:5][C:4]=1[C:9]1([C:15]([NH2:17])=[O:16])[CH2:10][CH2:11][NH:12][CH2:13][CH2:14]1 |f:0.1,4.5|. Run in C(C)O (ethanol). Product: I.CC1=C(C=CC=C1)C1(CCNCC1)C(=O)N (4-(methyl-phenyl)-piperidine-4-carboxylic acid amide hydriodide). Conditions: time 30 minute. Procedure: Combine 4-(methyl-phenyl)-piperidine-4-carboxylic acid amide hydrochloride (10 mmol) and an aqueous solution of hydriodic acid (57%, 15 mmol) in ethanol (20 mL). Heat to reflux. After 30 minutes, cool to ambient temperature and evaporate in vacuo to give the title compound. Starting materials: Cl.CC1=C(C=CC=C1)C1(CCNCC1)C(=O)N (4-(methyl-phenyl)-piperidine-4-carboxylic acid amide hydrochloride), I (hydriodic acid).